This data is from the Open Reaction Database (ORD), a public repository of structured organic reaction records. The task is: describe an organic reaction: reactants, conditions, products, and yield Starting materials: BrCc1ccccc1, CCOC(=O)c1nc2n(c(=O)c1O)CC1CCC2(OCCO)CC1, [K+], [K+], O=C([O-])[O-], CN(C)C=O. The product is CCOC(=O)c1nc2n(c(=O)c1OCc1ccccc1)CC1CCC2(OCCO)CC1. Reaction SMILES: [Br:31][CH2:32][c:33]1[cH:34][cH:35][cH:36][cH:37][cH:38]1.[CH2:1]([CH3:2])[O:3][C:4](=[O:5])[c:6]1[n:7][c:8]2[n:14]([c:15](=[O:18])[c:16]1[OH:17])[CH2:13][CH:12]1[CH2:11][CH2:10][C:9]2([O:21][CH2:22][CH2:23][OH:24])[CH2:20][CH2:19]1.[K+:25].[K+:26].[O-:27][C:28]([O-:29])=[O:30].[O:39]=[CH:40][N:41]([CH3:42])[CH3:43]>>[CH2:1]([CH3:2])[O:3][C:4](=[O:5])[c:6]1[n:7][c:8]2[n:14]([c:15](=[O:18])[c:16]1[O:17][CH2:32][c:33]1[cH:34][cH:35][cH:36][cH:37][cH:38]1)[CH2:13][CH:12]1[CH2:11][CH2:10][C:9]2([O:21][CH2:22][CH2:23][OH:24])[CH2:20][CH2:19]1. Starting materials: O=C1Nc2ccccc2CCN1C1CCN(Cc2ccccc2)CC1, CO. Yields the product O=C1Nc2ccccc2CCN1C1CCNCC1. RXN SMILES: [CH2:1]([c:2]1[cH:3][cH:4][cH:5][cH:6][cH:7]1)[N:8]1[CH2:9][CH2:10][CH:11]([N:14]2[C:15](=[O:25])[NH:16][c:17]3[c:18]([cH:21][cH:22][cH:23][cH:24]3)[CH2:19][CH2:20]2)[CH2:12][CH2:13]1.[CH3:26][OH:27]>>[NH:8]1[CH2:9][CH2:10][CH:11]([N:14]2[C:15](=[O:25])[NH:16][c:17]3[c:18]([cH:21][cH:22][cH:23][cH:24]3)[CH2:19][CH2:20]2)[CH2:12][CH2:13]1. Reactants: C(C)(=O)OCC (ethyl acetate), FC1=NC=CC(=C1)CO (2-Fluoro-4-pyridinemethanol), [Si](C)(C)(C(C)(C)C)Cl (t-butyldimethylsilylchloride), N1C=NC=C1 (imidazole). Run in ClCCl (dichloromethane). Yields the product [Si](C)(C)(C(C)(C)C)OCC1=CC(=NC=C1)F (4-({[tert-Butyl(dimethyl)silyl]oxy}methyl)-2-fluoropyridine). Isolated yield 81.3%. RXN SMILES: [F:1][C:2]1[CH:7]=[C:6]([CH2:8][OH:9])[CH:5]=[CH:4][N:3]=1.[Si:10](Cl)([C:13]([CH3:16])([CH3:15])[CH3:14])([CH3:12])[CH3:11].N1C=CN=C1.C(OCC)(=O)C>ClCCl>[Si:10]([O:9][CH2:8][C:6]1[CH:5]=[CH:4][N:3]=[C:2]([F:1])[CH:7]=1)([C:13]([CH3:16])([CH3:15])[CH3:14])([CH3:12])[CH3:11]. Reported procedure: 2-Fluoro-4-pyridinemethanol (508.5 mg, 4.00 mmol), t-butyldimethylsilylchloride (1.21 g, 8.00 mmol) and imidazole (1.09 g, 16.00 mmol) were stirred in dichloromethane (10 mL) at room temperature for an hour. After completion of the reaction, the reaction solution was mixed with ethyl acetate, and the resulting organic layer was washed with saturated aqueous ammonium chloride, dried over anhydrous sodium sulfate and evaporated under reduced pressure. The resulting residue was purified by silica g... The reactants are OC1=CC=C(C=C1)N1C(C2=CC=CC=C2C=C1C)=O (2-(4-hydroxyphenyl)-3-methyl-1(2H)-isoquinolinone), Br.BrCCCN1CCCCC1 (1-(3-bromopropyl)piperidine hydrobromide), C([O-])([O-])=O.[K+].[K+] (potassium carbonate). Run in CN(C=O)C (dimethylformamide). Reaction conditions: temperature 80 celsius, time 3 hour. The product is CC=1N(C(C2=CC=CC=C2C1)=O)C1=CC=C(C=C1)OCCCN1CCCCC1 (3-methyl-2-{4-[3-(1-piperidinyl)propoxy]phenyl}-1(2H)-isoquinolinone). Yield: 39.8%. RXN SMILES: [OH:1][C:2]1[CH:7]=[CH:6][C:5]([N:8]2[C:17]([CH3:18])=[CH:16][C:15]3[C:10](=[CH:11][CH:12]=[CH:13][CH:14]=3)[C:9]2=[O:19])=[CH:4][CH:3]=1.Br.Br[CH2:22][CH2:23][CH2:24][N:25]1[CH2:30][CH2:29][CH2:28][CH2:27][CH2:26]1.C(=O)([O-])[O-].[K+].[K+]>CN(C)C=O>[CH3:18][C:17]1[N:8]([C:5]2[CH:6]=[CH:7][C:2]([O:1][CH2:22][CH2:23][CH2:24][N:25]3[CH2:30][CH2:29][CH2:28][CH2:27][CH2:26]3)=[CH:3][CH:4]=2)[C:9](=[O:19])[C:10]2[C:15]([CH:16]=1)=[CH:14][CH:13]=[CH:12][CH:11]=2 |f:1.2,3.4.5|. Procedure: 2-(4-hydroxyphenyl)-3-methyl-1(2H)-isoquinolinone (30 mg, 0.12 mmol), 1-(3-bromopropyl)piperidine hydrobromide (51 mg, 0.18 mmol) and potassium carbonate (49 mg, 0.36 mmol) were mixed in dimethylformamide (3 mL) and stirred at 80° C. for 3 hours. The solvent was distilled off under reduced pressure, distilled water was added. and the mixture extracted with ethyl acetate. The organic phase was dried with anhydrous sodium sulfate, and the product purified by silica gel column chromatography (chlor...